The task is: describe an organic reaction: reactants, conditions, products, and yield. This data is from the Open Reaction Database (ORD), a public repository of structured organic reaction records. Reactants: CCO, CCN(C(C)C)C(C)C, CCOC(=O)c1nc2ccccc2c(=O)[nH]1, NCc1cccc(OCCCOc2ncn(C(c3ccccc3)(c3ccccc3)c3ccccc3)n2)c1. Yields the product O=C(NCc1cccc(OCCCOc2ncn(C(c3ccccc3)(c3ccccc3)c3ccccc3)n2)c1)c1nc2ccccc2c(=O)[nH]1. RXN SMILES: [CH3:63][CH2:64][OH:65].[CH:54]([N:55]([CH2:56][CH3:57])[CH:58]([CH3:59])[CH3:60])([CH3:61])[CH3:62].[O:38]=[c:39]1[nH:40][c:41]([C:49](=[O:50])[O:51][CH2:52][CH3:53])[n:42][c:43]2[cH:44][cH:45][cH:46][cH:47][c:48]12.[c:1]1([C:7]([n:8]2[n:9][c:10]([O:13][CH2:14][CH2:15][CH2:16][O:17][c:18]3[cH:19][c:20]([CH2:24][NH2:25])[cH:21][cH:22][cH:23]3)[n:11][cH:12]2)([c:26]2[cH:27][cH:28][cH:29][cH:30][cH:31]2)[c:32]2[cH:33][cH:34][cH:35][cH:36][cH:37]2)[cH:2][cH:3][cH:4][cH:5][cH:6]1>>[c:1]1([C:7]([n:8]2[n:9][c:10]([O:13][CH2:14][CH2:15][CH2:16][O:17][c:18]3[cH:19][c:20]([CH2:24][NH:25][C:49]([c:41]4[nH:40][c:39](=[O:38])[c:48]5[c:43]([n:42]4)[cH:44][cH:45][cH:46][cH:47]5)=[O:50])[cH:21][cH:22][cH:23]3)[n:11][cH:12]2)([c:26]2[cH:27][cH:28][cH:29][cH:30][cH:31]2)[c:32]2[cH:33][cH:34][cH:35][cH:36][cH:37]2)[cH:2][cH:3][cH:4][cH:5][cH:6]1. Starting materials: CO, ClCC1CO1, NC(c1ccccc1)c1ccccc1. The product is Cl, OC1CN(C(c2ccccc2)c2ccccc2)C1. As a reaction SMILES: [CH3:20][OH:21].[Cl:15][CH2:16][CH:17]1[CH2:18][O:19]1.[c:1]1([CH:7]([NH2:8])[c:9]2[cH:10][cH:11][cH:12][cH:13][cH:14]2)[cH:2][cH:3][cH:4][cH:5][cH:6]1>>[ClH:15].[c:1]1([CH:7]([N:8]2[CH2:16][CH:17]([OH:19])[CH2:18]2)[c:9]2[cH:10][cH:11][cH:12][cH:13][cH:14]2)[cH:2][cH:3][cH:4][cH:5][cH:6]1. The reactants are C(C)OC(CN1C=CC2=CC=C(C=C12)OCCC=1N(N=C(C1)C1=CC=C(C=C1)OC(F)(F)F)CC(F)(F)F)=O ((6-{2-[2-(2,2,2-trifluoro-ethyl)-5-(4-trifluoromethoxy-phenyl)-2H-pyrazol-3-yl]-ethoxy}-indol-1-yl)-acetic acid ethyl ester), [Li+].[OH-] (LiOH). Product: FC(CN1N=C(C=C1CCOC1=CC=C2C=CN(C2=C1)CC(=O)O)C1=CC=C(C=C1)OC(F)(F)F)(F)F ((6-{2-[2-(2,2,2-trifluoro-ethyl)-5-(4-trifluoromethoxy-phenyl)-2H-pyrazol-3-yl]-ethoxy}-indol-1-yl)-acetic acid). As a reaction SMILES: C([O:3][C:4](=[O:39])[CH2:5][N:6]1[C:14]2[C:9](=[CH:10][CH:11]=[C:12]([O:15][CH2:16][CH2:17][C:18]3[N:19]([CH2:34][C:35]([F:38])([F:37])[F:36])[N:20]=[C:21]([C:23]4[CH:28]=[CH:27][C:26]([O:29][C:30]([F:33])([F:32])[F:31])=[CH:25][CH:24]=4)[CH:22]=3)[CH:13]=2)[CH:8]=[CH:7]1)C.[Li+].[OH-]>>[F:37][C:35]([F:36])([F:38])[CH2:34][N:19]1[C:18]([CH2:17][CH2:16][O:15][C:12]2[CH:13]=[C:14]3[C:9]([CH:8]=[CH:7][N:6]3[CH2:5][C:4]([OH:39])=[O:3])=[CH:10][CH:11]=2)=[CH:22][C:21]([C:23]2[CH:28]=[CH:27][C:26]([O:29][C:30]([F:33])([F:32])[F:31])=[CH:25][CH:24]=2)=[N:20]1 |f:1.2|. Reported procedure: In analogy to the procedure described in example 1 f], (6-{2-[2-(2,2,2-trifluoro-ethyl)-5-(4-trifluoromethoxy-phenyl)-2H-pyrazol-3-yl]-ethoxy}-indol-1-yl)-acetic acid ethyl ester was treated with LiOH to obtain (6-{2-[2-(2,2,2-trifluoro-ethyl)-5-(4-trifluoromethoxy-phenyl)-2H-pyrazol-3-yl]-ethoxy}-indol-1-yl)-acetic acid as off-white solid. The reactants are FF (fluorine), N12CC[N+](CC1)(CC2)[O-] (1,4-diazabicyclo[2.2.2]octane N-oxide), O (water), B(F)(F)F (boron trifluoride). Run in C(C)#N (acetonitrile). Yields the product F[B-](F)(F)F.F[B-](F)(F)F.O[N+]12CC[N+](CC1)(CC2)F (1-hydroxyl-4-fluoro-1,4-diazoniabicyclo[2.2.2]octane bis(tetrafluoroborate)). The yield is 68.0%. Reaction SMILES: [N:1]12[CH2:8][CH2:7][N+:4]([O-:9])([CH2:5][CH2:6]1)[CH2:3][CH2:2]2.O.[B:11]([F:14])([F:13])[F:12].[F:15]F>C(#N)C>[F:12][B-:11]([F:15])([F:14])[F:13].[F:12][B-:11]([F:15])([F:14])[F:13].[OH:9][N+:4]12[CH2:7][CH2:8][N+:1]([F:12])([CH2:6][CH2:5]1)[CH2:2][CH2:3]2 |f:5.6.7|. Procedure details: A solution of 1,4-diazabicyclo[2.2.2]octane N-oxide (12.8 g, 0.1 mole), water (1.8 mL, 0.1 mole) and boron trifluoride (13.6 g, 0.2 mole) in acetonitrile (250 mL) was cooled to 8° C. and treated with a mixture of fluorine in nitrogen (10% V/V, 0.2 mole). The reaction was evaporated, the remaining solid washed with acetone and dried to afford 22 grams of 1-hydroxyl-4-fluoro-1,4-diazoniabicyclo[2.2.2]octane bis(tetrafluoroborate) (68% yield). The reactants are C#CP(=O)(OCC)OCC, C1CCOC1, CCOC(C)=O, CC(C)NC(C)C, Cl, [Cu]I, O=[N+]([O-])c1ccccc1I. Product: CCOP(=O)(C#Cc1ccccc1[N+](=O)[O-])OCC. RXN SMILES: [CH2:1]([CH3:2])[O:3][P:4]([O:5][CH2:6][CH3:7])(=[O:8])[C:9]#[CH:10].[CH2:29]1[O:30][CH2:31][CH2:32][CH2:33]1.[CH3:36][CH2:37][O:38][C:39]([CH3:40])=[O:41].[CH:21]([NH:22][CH:23]([CH3:24])[CH3:25])([CH3:26])[CH3:27].[ClH:28].[Cu:34][I:35].[I:11][c:12]1[c:13]([N+:18](=[O:19])[O-:20])[cH:14][cH:15][cH:16][cH:17]1>>[CH2:1]([CH3:2])[O:3][P:4]([O:5][CH2:6][CH3:7])(=[O:8])[C:9]#[C:10][c:12]1[c:13]([N+:18](=[O:19])[O-:20])[cH:14][cH:15][cH:16][cH:17]1. Starting materials: C(C=C)C1=C2C(=NC=NC2=CC(=C1OC)OC)NC1=CC(=CC=C1)Br ((5-allyl-6,7-dimethoxy-quinazolin-4-yl)-(3-bromo-phenyl)-amine), II (I2). Solvent: C(Cl)(Cl)Cl (chloroform), ClCCl (dichloromethane). Run at time 3 hour. Product: BrC=1C=C(C=CC1)N1C2=NC=NC=3C=C(C(=C(CC1CI)C32)OC)OC (4-(3-bromo-phenyl)-5-iodomethyl-7,8-dimethoxy-5,6-dihydro-4H-1,3,4-triaza-phenalene). As a reaction SMILES: [CH2:1]([C:4]1[C:13]([O:14][CH3:15])=[C:12]([O:16][CH3:17])[CH:11]=[C:10]2[C:5]=1[C:6]([NH:18][C:19]1[CH:24]=[CH:23][CH:22]=[C:21]([Br:25])[CH:20]=1)=[N:7][CH:8]=[N:9]2)[CH:2]=[CH2:3].[I:26]I>ClCCl.C(Cl)(Cl)Cl>[Br:25][C:21]1[CH:20]=[C:19]([N:18]2[CH:2]([CH2:3][I:26])[CH2:1][C:4]3[C:5]4[C:6]2=[N:7][CH:8]=[N:9][C:10]=4[CH:11]=[C:12]([O:16][CH3:17])[C:13]=3[O:14][CH3:15])[CH:24]=[CH:23][CH:22]=1. Procedure details: To a solution of (5-allyl-6,7-dimethoxy-quinazolin-4-yl)-(3-bromo-phenyl)-amine (0.14 g, 0.35 mmol) (from Example 17, Step E, supra) in dichloromethane (20 mL) was added I2 (0.23 g, 1.75 mmol). The reaction mixture was stirred at room temperature for 3 hours. The mixture was diluted with chloroform (100 mL) and washed with a saturated aqueous Na2SO3 solution. The organic layer was separated, dried over Na2SO4, and concentrated. The residue was purified by chromatography using EtOAc/CH2Cl2/Et3N (... Starting materials: CCC(CC)Nc1cc(C)nc(Oc2c(C)cc(C)cc2C)c1N, C=CCBr, C1CCOC1, C[Si](C)(C)[N-][Si](C)(C)C, [Li+]. Yields the product C=CCNc1c(NC(CC)CC)cc(C)nc1Oc1c(C)cc(C)cc1C. RXN SMILES: [CH2:1]([CH3:2])[CH:3]([CH2:4][CH3:5])[NH:6][c:7]1[c:8]([NH2:24])[c:9]([O:14][c:15]2[c:16]([CH3:23])[cH:17][c:18]([CH3:22])[cH:19][c:20]2[CH3:21])[n:10][c:11]([CH3:13])[cH:12]1.[CH2:35]([CH:36]=[CH2:37])[Br:38].[CH2:39]1[O:40][CH2:41][CH2:42][CH2:43]1.[CH3:25][Si:26]([N-:27][Si:28]([CH3:29])([CH3:30])[CH3:31])([CH3:32])[CH3:33].[Li+:34]>>[CH2:1]([CH3:2])[CH:3]([CH2:4][CH3:5])[NH:6][c:7]1[c:8]([NH:24][CH2:37][CH:36]=[CH2:35])[c:9]([O:14][c:15]2[c:16]([CH3:23])[cH:17][c:18]([CH3:22])[cH:19][c:20]2[CH3:21])[n:10][c:11]([CH3:13])[cH:12]1. The reactants are C1CCOC1, CCN(C(C)C)C(C)C, CC1(C)Cc2c(c(C(=O)O)cc3nc(Nc4c(F)cccc4Cl)[nH]c23)O1, Nc1cc(C(F)F)ccc1F, O=S(Cl)Cl. Yields the product CC1(C)Cc2c(c(C(=O)Nc3cc(C(F)F)ccc3F)cc3nc(Nc4c(F)cccc4Cl)[nH]c23)O1. RXN SMILES: [CH2:51]1[O:52][CH2:53][CH2:54][CH2:55]1.[CH:42]([N:43]([CH2:44][CH3:45])[CH:46]([CH3:47])[CH3:48])([CH3:49])[CH3:50].[Cl:1][c:2]1[c:3]([NH:9][c:10]2[nH:11][c:12]3[c:13]([n:14]2)[cH:15][c:16]([C:24](=[O:25])[OH:26])[c:17]2[c:18]3[CH2:19][C:20]([CH3:22])([CH3:23])[O:21]2)[c:4]([F:8])[cH:5][cH:6][cH:7]1.[F:31][CH:32]([c:33]1[cH:34][cH:35][c:36]([F:40])[c:37]([NH2:38])[cH:39]1)[F:41].[S:27]([Cl:28])([Cl:29])=[O:30]>>[Cl:1][c:2]1[c:3]([NH:9][c:10]2[nH:11][c:12]3[c:13]([n:14]2)[cH:15][c:16]([C:24](=[O:25])[NH:38][c:37]2[c:36]([F:40])[cH:35][cH:34][c:33]([CH:32]([F:31])[F:41])[cH:39]2)[c:17]2[c:18]3[CH2:19][C:20]([CH3:22])([CH3:23])[O:21]2)[c:4]([F:8])[cH:5][cH:6][cH:7]1. Starting materials: CC(=O)c1cc(Br)cc(I)c1, CC#N, CCOC(C)=O, Cl, [Na+], [OH-], O, c1ccncc1. Yields the product CC(=O)c1cc(O)cc(Br)c1. Reaction SMILES: [Br:1][c:2]1[cH:3][c:4]([C:9]([CH3:10])=[O:11])[cH:5][c:6]([I:8])[cH:7]1.[CH3:22][C:23]#[N:24].[CH3:25][CH2:26][O:27][C:28](=[O:29])[CH3:30].[ClH:21].[Na+:13].[OH-:12].[OH2:20].[cH:14]1[cH:15][cH:16][n:17][cH:18][cH:19]1>>[Br:1][c:2]1[cH:3][c:4]([C:9]([CH3:10])=[O:11])[cH:5][c:6]([OH:12])[cH:7]1. As a reaction SMILES: [CH3:33][C:34](=[O:35])[O:36][C:37](=[O:38])[CH3:39].[F:1][c:2]1[cH:3][cH:4][c:5]([CH:8]([CH3:9])[N:10]2[CH2:11][CH2:12][N:13]([c:16]3[cH:17][c:18]([O:22][c:23]4[cH:24][cH:25][cH:26][c:27]5[c:28]4[n:29][c:30]([NH2:32])[o:31]5)[n:19][cH:20][n:21]3)[CH2:14][CH2:15]2)[cH:6][cH:7]1>>[F:1][c:2]1[cH:3][cH:4][c:5]([CH:8]([CH3:9])[N:10]2[CH2:11][CH2:12][N:13]([c:16]3[cH:17][c:18]([O:22][c:23]4[cH:24][cH:25][cH:26][c:27]5[c:28]4[n:29][c:30]([NH:32][C:34]([CH3:33])=[O:35])[o:31]5)[n:19][cH:20][n:21]3)[CH2:14][CH2:15]2)[cH:6][cH:7]1. Yields the product CC(=O)Nc1nc2c(Oc3cc(N4CCN(C(C)c5ccc(F)cc5)CC4)ncn3)cccc2o1. Reactants: CC(=O)OC(C)=O, CC(c1ccc(F)cc1)N1CCN(c2cc(Oc3cccc4oc(N)nc34)ncn2)CC1.